This data is from the Open Reaction Database (ORD), a public repository of structured organic reaction records. The task is: describe an organic reaction: reactants, conditions, products, and yield The reactants are COC(C1=C(C=C(C=C1)C)F)=O (2-fluoro-4-methyl-benzoic acid methyl ester), BrN1C(CCC1=O)=O (N-bromosuccinimide). The reagents and catalysts are C(C1=CC=CC=C1)(=O)OOC(C1=CC=CC=C1)=O (benzoyl peroxide). Run in C(Cl)(Cl)(Cl)Cl (carbon tetrachloride). Reaction conditions: temperature 60 celsius. Product: COC(C1=C(C=C(C=C1)CBr)F)=O (4-Bromomethyl-2-Fluoro-benzoic acid methyl ester). Yield: 82.0%. Reaction SMILES: [CH3:1][O:2][C:3](=[O:12])[C:4]1[CH:9]=[CH:8][C:7]([CH3:10])=[CH:6][C:5]=1[F:11].[Br:13]N1C(=O)CCC1=O>C(Cl)(Cl)(Cl)Cl.C(OOC(=O)C1C=CC=CC=1)(=O)C1C=CC=CC=1>[CH3:1][O:2][C:3](=[O:12])[C:4]1[CH:9]=[CH:8][C:7]([CH2:10][Br:13])=[CH:6][C:5]=1[F:11]. Procedure: To a solution of 2-fluoro-4-methyl-benzoic acid methyl ester (1.12 g, 6.66 mmol) in carbon tetrachloride (12 mL) add N-bromosuccinimide (1.18 g, 6.66 mmol) and benzoyl peroxide (10 mg). Heat the resulting mixture to 60° C. for 15 hours then concentrate under vacuum to half and filter. Concentrate the filtrate under vacuum and purify the resulting crude product by flash chromatography on silica gel (eluting with 5/1 heptane/ethyl acetate) to give the title compound (1.35 g) as a white solid. Starting materials: C(C)(C)(C)OC(=O)N1C(NC2=C1C=C(C=C2)Cl)CN (N′-tert.-butoxycarbonyl-C-(5-chloro-1H-benzimidazol-2-yl)methylamine), crude product. Run in Cl (hydrogen chloride). Conditions: time 2 hour. The product is ClC1=CC2=C(NC(=N2)CN)C=C1 (C-(5-chloro-1H-benzimidazol-2-yl )-methylamine). RXN SMILES: C(OC([N:8]1[C:12]2[CH:13]=[C:14]([Cl:17])[CH:15]=[CH:16][C:11]=2[NH:10][CH:9]1[CH2:18][NH2:19])=O)(C)(C)C>Cl>[Cl:17][C:14]1[CH:15]=[CH:16][C:11]2[NH:10][C:9]([CH2:18][NH2:19])=[N:8][C:12]=2[CH:13]=1. Procedure: 4.62 g (16.4 mmol) N′-tert.-butoxycarbonyl-C-(5-chloro-1H-benzimidazol-2-yl)methylamine are dissolved in 100 ml saturated ethanolic hydrogen chloride solution and stirred for 2 hours at ambient temperature. Then all the volatile constituents are eliminated under reduced pressure and the crude product is further reacted. Starting materials: O=C1SC(C(N1)=O)CC1=CC=C(OCC(=O)NC2=C(C=C(C=C2)OC2=CC=C(C=C2)C23CC4CC(CC(C2)C4)C3)N(C(OC(C)(C)C)=O)C)C=C1 (t-butyl N-{2-[4-(2,4-dioxothiazolidin-5-ylmethyl)phenoxyacetylamino]-5-[4-(1-adamantyl)phenoxy]phenyl}-N-methylcarbamate), Cl.O1CCOCC1 (hydrogen chloride dioxane). Conditions: time 29 hour. The product is Cl.C12(CC3CC(CC(C1)C3)C2)C2=CC=C(OC=3C=CC1=C(N(C(=N1)COC1=CC=C(CC4C(NC(S4)=O)=O)C=C1)C)C3)C=C2 (5-{4-(6-[4-(1-Adamantyl)phenoxy]-1-methyl-1H-benzimidazole-2-ylmethoxy)benzyl}thiazolidine-2,4-dione hydrochloride). Reaction SMILES: [O:1]=[C:2]1[NH:6][C:5](=[O:7])[CH:4]([CH2:8][C:9]2[CH:51]=[CH:50][C:12]([O:13][CH2:14][C:15]([NH:17][C:18]3[CH:23]=[CH:22][C:21]([O:24][C:25]4[CH:30]=[CH:29][C:28]([C:31]56[CH2:40][CH:35]7[CH2:36][CH:37]([CH2:39][CH:33]([CH2:34]7)[CH2:32]5)[CH2:38]6)=[CH:27][CH:26]=4)=[CH:20][C:19]=3[N:41]([CH3:49])C(=O)OC(C)(C)C)=O)=[CH:11][CH:10]=2)[S:3]1.[ClH:52].O1CCOCC1>>[ClH:52].[C:31]12([C:28]3[CH:29]=[CH:30][C:25]([O:24][C:21]4[CH:22]=[CH:23][C:18]5[N:17]=[C:15]([CH2:14][O:13][C:12]6[CH:11]=[CH:10][C:9]([CH2:8][CH:4]7[S:3][C:2](=[O:1])[NH:6][C:5]7=[O:7])=[CH:51][CH:50]=6)[N:41]([CH3:49])[C:19]=5[CH:20]=4)=[CH:26][CH:27]=3)[CH2:38][CH:37]3[CH2:39][CH:33]([CH2:34][CH:35]([CH2:36]3)[CH2:40]1)[CH2:32]2 |f:1.2,3.4|. Procedure details: A mixture of t-butyl N-{2-[4-(2,4-dioxothiazolidin-5-ylmethyl)phenoxyacetylamino]-5-[4-(1-adamantyl)phenoxy]phenyl}-N-methylcarbamate (1.82 g) and 4N hydrogen chloride/dioxane (20 ml) was stirred at ambient temperature for 29 hours. The solvent of the reaction mixture was evaporated to dryness and to the residue was added ether and the insoluble product was filtered and washed with ether to give the title compound (1.35 g). The reactants are C1(CCC1)NC(=O)[C@H]1N(CCC1)C(CBr)=O ((S)-1-(2-Bromo-acetyl)-pyrrolidine-2-carboxylic acid cyclobutylamide), C([O-])([O-])=O.[Cs+].[Cs+] (cesium carbonate), C1(CCC1)NC(=O)[C@H]1N(CCC1)C(CBr)=O ((S)-1-(2-Bromo-acetyl)-pyrrolidine-2-carboxylic acid cyclobutylamide), C(C)OC(=O)C1=NC2=CC(=C(C=C2C(=C1)O)Cl)C (6-Chloro-4-hydroxy-7-methyl-quinoline-2-carboxylic acid ethyl ester), C([O-])([O-])=O.[Cs+].[Cs+] (cesium carbonate). Run in CN(C)C=O (DMF), CN(C)C=O (DMF). The product is C(C)OC(=O)C1=NC2=CC(=C(C=C2C(=C1)OCC(=O)N1[C@@H](CCC1)C(NC1CCC1)=O)Cl)C (6-Chloro-4-[2-((S)-2-cyclobutylcarbamoyl-pyrrolidin-1-yl)-2-oxo-ethoxy]-7-methyl-quinoline-2-carboxylic acid ethyl ester). As a reaction SMILES: [CH2:1]([O:3][C:4]([C:6]1[CH:15]=[C:14]([OH:16])[C:13]2[C:8](=[CH:9][C:10]([CH3:18])=[C:11]([Cl:17])[CH:12]=2)[N:7]=1)=[O:5])[CH3:2].C(=O)([O-])[O-].[Cs+].[Cs+].[CH:25]1([NH:29][C:30]([C@@H:32]2[CH2:36][CH2:35][CH2:34][N:33]2[C:37](=[O:40])[CH2:38]Br)=[O:31])[CH2:28][CH2:27][CH2:26]1>CN(C=O)C>[CH2:1]([O:3][C:4]([C:6]1[CH:15]=[C:14]([O:16][CH2:38][C:37]([N:33]2[CH2:34][CH2:35][CH2:36][C@H:32]2[C:30](=[O:31])[NH:29][CH:25]2[CH2:28][CH2:27][CH2:26]2)=[O:40])[C:13]2[C:8](=[CH:9][C:10]([CH3:18])=[C:11]([Cl:17])[CH:12]=2)[N:7]=1)=[O:5])[CH3:2] |f:1.2.3|. Procedure: To a solution of 1.1 g 6-Chloro-4-hydroxy-7-methyl-quinoline-2-carboxylic acid ethyl ester in 25 ml DMF were added 2.7 g of cesium carbonate followed by dropwise addition of a solution of 1.8 g (S)-1-(2-Bromo-acetyl)-pyrrolidine-2-carboxylic acid cyclobutylamide in 25 ml DMF over a period of 3 h. After this time another portion of cesium carbonate (700 mg) and (S)-1-(2-Bromo-acetyl)-pyrrolidine-2-carboxylic acid cyclobutylamide (700 mg) were added over 1.5 h. The mixture was evaporated, diluted ... Starting materials: C([O-])([O-])=O.[K+].[K+] (potassium carbonate), C(C)(=O)OC(C)=O (acetic anhydride), C(=O)O (formic acid), NCC1=CC=C(O1)C=1N=C(SC1)N=C(N)N (4-(5-aminomethylfuran-2-yl)-2-(diaminomethyleneamino)thiazole). Solvent: O1CCCC1 (tetrahydrofuran), O (water), C(C)(=O)OCC (ethyl acetate), O1CCCC1 (tetrahydrofuran), CN(C=O)C (N,N-dimethylformamide). Run at time 30 minute. Product: NC(N)=NC=1SC=C(N1)C=1OC(=CC1)CNC=O (2-(diaminomethyleneamino)-4-(5-formamidomethylfuran-2-yl)thiazole). As a reaction SMILES: C(OC(=O)C)(=O)C.[CH:8]([OH:10])=O.[NH2:11][CH2:12][C:13]1[O:17][C:16]([C:18]2[N:19]=[C:20]([N:23]=[C:24]([NH2:26])[NH2:25])[S:21][CH:22]=2)=[CH:15][CH:14]=1.C(=O)([O-])[O-].[K+].[K+]>O1CCCC1.CN(C)C=O.O.C(OCC)(=O)C>[NH2:25][C:24](=[N:23][C:20]1[S:21][CH:22]=[C:18]([C:16]2[O:17][C:13]([CH2:12][NH:11][CH:8]=[O:10])=[CH:14][CH:15]=2)[N:19]=1)[NH2:26] |f:3.4.5|. Procedure: A mixture of acetic anhydride (2.4 ml) and formic acid (1.0 ml) was stirred for 30 minutes at 50° to 60° C. The above mixture was added to a mixture of 4-(5-aminomethylfuran-2-yl)-2-(diaminomethyleneamino)thiazole (1.5 g) in tetrahydrofuran (15 ml) and N,N-dimethylformamide (15 ml) at ambient temperature and the mixture was stirred for 2.5 hours at ambient temperature. To the reaction mixture was added a mixture of ethyl acetate, tetrahydrofuran and water and the mixture was adjusted to pH 9.5 w... Reactants: C(C)(C)O (isopropylalcohol), FC=1C=NC(=C(C(=O)N[C@@H]2CC[C@H](CC2)O)C1)OC1=CC(=CC=C1)SC (5-fluoro-N-(trans-4-hydroxy-cyclohexyl)-2-(3-methylsulfanyl-phenoxy)-nicotinamide), OOS(=O)[O-].[K+] (oxone). Run in O1CCCC1 (tetrahydrofuran), O (water). Yields the product N (ammonia), FC=1C=NC(=C(C(=O)N[C@@H]2CC[C@H](CC2)O)C1)OC1=CC(=CC=C1)S(=O)(=O)C (5-fluoro-N-(trans-4-hydroxy-cyclohexyl)-2-(3-methylsulfonyl-phenoxy)-nicotinamide). Reaction SMILES: [F:1][C:2]1[CH:3]=[N:4][C:5]([O:18][C:19]2[CH:24]=[CH:23][CH:22]=[C:21](SC)[CH:20]=2)=[C:6]([CH:17]=1)[C:7]([NH:9][C@H:10]1[CH2:15][CH2:14][C@H:13]([OH:16])[CH2:12][CH2:11]1)=[O:8].O[O:28][S:29]([O-:31])=O.[K+].[CH:33](O)(C)C>O1CCCC1.O>[NH3:4].[F:1][C:2]1[CH:3]=[N:4][C:5]([O:18][C:19]2[CH:20]=[CH:21][CH:22]=[C:23]([S:29]([CH3:33])(=[O:31])=[O:28])[CH:24]=2)=[C:6]([CH:17]=1)[C:7]([NH:9][C@H:10]1[CH2:15][CH2:14][C@H:13]([OH:16])[CH2:12][CH2:11]1)=[O:8] |f:1.2|. Reported procedure: A solution of 5-fluoro-N-(trans-4-hydroxy-cyclohexyl)-2-(3-methylsulfanyl-phenoxy)-nicotinamide (70 mg, 0.18 mmol) in tetrahydrofuran (1 ml) was added to a solution of oxone™ (229 mg, 0.37 mmol) in water (1 ml) and isopropylalcohol (4 ml) under nitrogen at room temperature and the reaction was stirred for 3 h. The reaction mixture was passed through a chemelute cartridge, washing with tetrahydrofuran, and the eluent was concentrated under reduced pressure. The residue was purified by flash colum... Yields the product COC=Cc1ccc(-c2nc3ccc(C4(c5ccccc5)CC4)nc3s2)c(F)c1. As a reaction SMILES: [CH2:56]1[O:57][CH2:58][CH2:59][CH2:60]1.[CH3:2][O:3][CH2:4][P+:5]([c:6]1[cH:7][cH:8][cH:9][cH:10][cH:11]1)([c:12]1[cH:13][cH:14][cH:15][cH:16][cH:17]1)[c:18]1[cH:19][cH:20][cH:21][cH:22][cH:23]1.[Cl-:1].[F:29][c:30]1[cH:31][c:32]([CH:33]=[O:34])[cH:35][cH:36][c:37]1-[c:38]1[s:39][c:40]2[n:41][c:42]([C:47]3([c:50]4[cH:51][cH:52][cH:53][cH:54][cH:55]4)[CH2:48][CH2:49]3)[cH:43][cH:44][c:45]2[n:46]1.[Li:24][CH2:25][CH2:26][CH2:27][CH3:28]>>[CH3:2][O:3][CH:4]=[CH:25][c:32]1[cH:31][c:30]([F:29])[c:37](-[c:38]2[s:39][c:40]3[n:41][c:42]([C:47]4([c:50]5[cH:51][cH:52][cH:53][cH:54][cH:55]5)[CH2:48][CH2:49]4)[cH:43][cH:44][c:45]3[n:46]2)[cH:36][cH:35]1. The reactants are C1CCOC1, COC[P+](c1ccccc1)(c1ccccc1)c1ccccc1, [Cl-], O=Cc1ccc(-c2nc3ccc(C4(c5ccccc5)CC4)nc3s2)c(F)c1, [Li]CCCC.